This data is from the Open Reaction Database (ORD), a public repository of structured organic reaction records. The task is: describe an organic reaction: reactants, conditions, products, and yield Reactants: BrC1=C(C=CC=C1)CC#N (2-(2-bromophenyl)acetonitrile), ClC1=CC=C(C=C1)B(O)O (4-chlorophenylboronic acid), C(=O)([O-])[O-].[Na+].[Na+] (Na2CO3). The reagents and catalysts are C=1C=CC(=CC1)[P](C=2C=CC=CC2)(C=3C=CC=CC3)[Pd]([P](C=4C=CC=CC4)(C=5C=CC=CC5)C=6C=CC=CC6)([P](C=7C=CC=CC7)(C=8C=CC=CC8)C=9C=CC=CC9)[P](C=1C=CC=CC1)(C=1C=CC=CC1)C=1C=CC=CC1 (tetrakis(triphenylphosphine)palladium(0)). The solvent is C1(=CC=CC=C1)C (toluene). Yields the product ClC1=CC=C(C=C1)C1=C(C=CC=C1)CC#N (2-(4′-chlorobiphenyl-2-yl)acetonitrile). The yield is 93.7%. As a reaction SMILES: Br[C:2]1[CH:7]=[CH:6][CH:5]=[CH:4][C:3]=1[CH2:8][C:9]#[N:10].[Cl:11][C:12]1[CH:17]=[CH:16][C:15](B(O)O)=[CH:14][CH:13]=1.C([O-])([O-])=O.[Na+].[Na+]>C1C=CC([P]([Pd]([P](C2C=CC=CC=2)(C2C=CC=CC=2)C2C=CC=CC=2)([P](C2C=CC=CC=2)(C2C=CC=CC=2)C2C=CC=CC=2)[P](C2C=CC=CC=2)(C2C=CC=CC=2)C2C=CC=CC=2)(C2C=CC=CC=2)C2C=CC=CC=2)=CC=1.C1(C)C=CC=CC=1>[Cl:11][C:12]1[CH:17]=[CH:16][C:15]([C:2]2[CH:7]=[CH:6][CH:5]=[CH:4][C:3]=2[CH2:8][C:9]#[N:10])=[CH:14][CH:13]=1 |f:2.3.4,^1:30,32,51,70|. Procedure details: 2-(2-bromophenyl)acetonitrile (5.00 g, 25.5 mmol), 4-chlorophenylboronic acid (4.30 g, 27.5 mmol), and tetrakis(triphenylphosphine)palladium(0) (0.48 g 0.42 mmol) were mixed with toluene (57 ml) in a 250 ml 3-necked flask. A reflux condenser was attached and the flask was purged with nitrogen. Aqueous solution of Na2CO3 (2M, 29 ml, 58 mmol) was added by syringe, and the atmosphere was evacuated and replaced with nitrogen. The reaction mixture was heated at reflux overnight, and then allowed to c... The reactants are COC=1C=C(C=CC1C1=NC=CC=C1)/C=C/C(=O)OCC (ethyl(2E)-3-(3-methoxy-4-pyridin-2-ylphenyl)prop-2-enoate), [I-].N[N+]1=CC=CC=C1 (1-aminopyridinium iodide). Run in CN(C)C=O (DMF), C(Cl)Cl (CH2Cl2). Product: COC=1C=C(C=CC1C1=NC=CC=C1)C1=NN2C(C=CC=C2)=C1C(=O)OCC (ethyl 2-(3-methoxy-4-pyridin-2-ylphenyl)pyrazolo[1,5-a]pyridin-3-carboxylate). Reaction SMILES: [CH3:1][O:2][C:3]1[CH:4]=[C:5](/[CH:15]=[CH:16]/[C:17]([O:19][CH2:20][CH3:21])=[O:18])[CH:6]=[CH:7][C:8]=1[C:9]1[CH:14]=[CH:13][CH:12]=[CH:11][N:10]=1.[I-].[NH2:23][N+:24]1[CH:29]=[CH:28][CH:27]=[CH:26][CH:25]=1>CN(C=O)C.C(Cl)Cl>[CH3:1][O:2][C:3]1[CH:4]=[C:5]([C:15]2[C:16]([C:17]([O:19][CH2:20][CH3:21])=[O:18])=[C:25]3[CH:26]=[CH:27][CH:28]=[CH:29][N:24]3[N:23]=2)[CH:6]=[CH:7][C:8]=1[C:9]1[CH:14]=[CH:13][CH:12]=[CH:11][N:10]=1 |f:1.2|. Procedure details: A solution of ethyl(2E)-3-(3-methoxy-4-pyridin-2-ylphenyl)prop-2-enoate (55 mg, 0.2 mmol) and 1-aminopyridinium iodide (86 mg, 0.4 mmol) in DMF (1 mL) was stirred at rt for 2 days open to the atmosphere. The deep purple reaction mixture was diluted with CH2Cl2 (25 mL) and washed with a saturated solution of sodium thiosulfate (25 mL) and brine (25 mL), then dried (MgSO4) and concentrated. The residue was purified by flash column chromatography on silica gel eluting with EtOAc:hexanes (1:9 to 3:2... Starting materials: CC1(OCC(O1)CO)C (2,2-dimethyl-1,3-dioxolane-4-methanol), [H-].[Na+] (sodium hydride), C1C(O1)CCC2CO2 (1,5-hexadiene diepoxide). Run in O (water). Run at time 0.5 hour. Product: CC1(OCC(O1)COCC1CCC(O1)CO)C (5-[[(2,2-Dimethyl-1,3-dioxolan-4-yl)-methoxy]methyl]tetrahydro-2-furanmethanol). Yield: 58.1%. Reaction SMILES: [CH3:1][C:2]1([CH3:9])[O:6][CH:5]([CH2:7][OH:8])[CH2:4][O:3]1.[H-].[Na+].[CH2:12]1[O:14][CH:13]1[CH2:15][CH2:16][CH:17]1[O:19][CH2:18]1>O>[CH3:1][C:2]1([CH3:9])[O:6][CH:5]([CH2:7][O:8][CH2:18][CH:17]2[O:19][CH:13]([CH2:12][OH:14])[CH2:15][CH2:16]2)[CH2:4][O:3]1 |f:1.2|. Reported procedure: 46.3 g of 2,2-dimethyl-1,3-dioxolane-4-methanol (0.35 mol) (Aldrich) is cooled to 0° in an ice bath and under a nitrogen atmosphere 2.1 g of sodium hydride (0.088 mol) (washed with hexane to remove the mineral oil) is slowly added to the rapidly stirred mixture. The addition of the sodium hydride is made at such a rate that the temperature remains below 20°. After the addition of the NaH has been completed the mixture is allowed to stir for 1/2 hour and slowly warmed to room temperature. Slowly,... Reactants: C(C)(C)(C)OC(=O)C1(CCC1)ON=C(C(=O)O)C=1N=C(SC1)NC(C1=CC=CC=C1)(C1=CC=CC=C1)C1=CC=CC=C1 (2-(1-t-butoxycarbonylcyclobutoxyimino)-2-(2-tritylaminothiazol-4-yl)-acetic acid), C1(CCCCC1)N=C=NC1CCCCC1 (N,N'-dicyclohexylcarbodiimide), NC1C2S(CC(=C(N2C1=O)C(=O)OC(C1=CC=CC=C1)C1=CC=CC=C1)C=COS(=O)(=O)C1=CC=C(C)C=C1)=O (7-amino-2-benzhydryloxycarbonyl-8-oxo-3-(2-tosyloxyvinyl)-5-thia-1-azabicyclo[4.2.0]oct-2-ene-5-oxide), NC1C2S(CC(=C(N2C1=O)C(=O)OC(C1=CC=CC=C1)C1=CC=CC=C1)C=COS(=O)(=O)C1=CC=C(C)C=C1)=O (7-amino-2-benzhydryloxycarbonyl-8-oxo-3-(2-tosyloxyvinyl)-5-thia-1-azabicyclo[4.2.0]oct-2-ene-5-oxide). The reagents and catalysts are CN(C1=CC=NC=C1)C (4-dimethylaminopyridine). Run in C(Cl)Cl (methylene chloride), C(Cl)Cl (methylene chloride). Conditions: temperature 5 celsius, time 4 hour. Yields the product C(C1=CC=CC=C1)(C1=CC=CC=C1)OC(=O)C=1N2C(C(C2S(CC1C=COS(=O)(=O)C1=CC=C(C)C=C1)=O)NC(C(C=1N=C(SC1)NC(C1=CC=CC=C1)(C1=CC=CC=C1)C1=CC=CC=C1)=NOC1(CCC1)C(=O)OC(C)(C)C)=O)=O (2-benzhydryloxycarbonyl-7-[2-(1-t-butoxycarbonylcyclobutoxyimino)-2-(2-tritylaminothiazol-4-yl)-acetamido]-8-oxo-3-(2-tosyloxyvinyl)-5-thia-1-azabicyclo[4.2.0]oct-2-ene-5-oxide). Reaction SMILES: [C:1]([O:5][C:6]([C:8]1([O:12][N:13]=[C:14]([C:18]2[N:19]=[C:20]([NH:23][C:24]([C:37]3[CH:42]=[CH:41][CH:40]=[CH:39][CH:38]=3)([C:31]3[CH:36]=[CH:35][CH:34]=[CH:33][CH:32]=3)[C:25]3[CH:30]=[CH:29][CH:28]=[CH:27][CH:26]=3)[S:21][CH:22]=2)[C:15]([OH:17])=O)[CH2:11][CH2:10][CH2:9]1)=[O:7])([CH3:4])([CH3:3])[CH3:2].[NH2:43][CH:44]1[C:51](=[O:52])[N:50]2[CH:45]1[S:46](=[O:82])[CH2:47][C:48]([CH:69]=[CH:70][O:71][S:72]([C:75]1[CH:81]=[CH:80][C:78]([CH3:79])=[CH:77][CH:76]=1)(=[O:74])=[O:73])=[C:49]2[C:53]([O:55][CH:56]([C:63]1[CH:68]=[CH:67][CH:66]=[CH:65][CH:64]=1)[C:57]1[CH:62]=[CH:61][CH:60]=[CH:59][CH:58]=1)=[O:54].C1(N=C=NC2CCCCC2)CCCCC1>CN(C)C1C=CN=CC=1.C(Cl)Cl>[CH:56]([O:55][C:53]([C:49]1[N:50]2[CH:45]([S:46](=[O:82])[CH2:47][C:48]=1[CH:69]=[CH:70][O:71][S:72]([C:75]1[CH:76]=[CH:77][C:78]([CH3:79])=[CH:80][CH:81]=1)(=[O:73])=[O:74])[CH:44]([NH:43][C:15](=[O:17])[C:14](=[N:13][O:12][C:8]1([C:6]([O:5][C:1]([CH3:4])([CH3:3])[CH3:2])=[O:7])[CH2:11][CH2:10][CH2:9]1)[C:18]1[N:19]=[C:20]([NH:23][C:24]([C:25]3[CH:26]=[CH:27][CH:28]=[CH:29][CH:30]=3)([C:31]3[CH:36]=[CH:35][CH:34]=[CH:33][CH:32]=3)[C:37]3[CH:38]=[CH:39][CH:40]=[CH:41][CH:42]=3)[S:21][CH:22]=1)[C:51]2=[O:52])=[O:54])([C:63]1[CH:68]=[CH:67][CH:66]=[CH:65][CH:64]=1)[C:57]1[CH:58]=[CH:59][CH:60]=[CH:61][CH:62]=1. Procedure: The syn isomer of 2-(1-t-butoxycarbonylcyclobutoxyimino)-2-(2-tritylaminothiazol-4-yl)-acetic acid prepared according to Belgian Patent 876,541 (4.42 g) and 4-dimethylaminopyridine (0.25 g) are added to a solution of the E form of 7-amino-2-benzhydryloxycarbonyl-8-oxo-3-(2-tosyloxyvinyl)-5-thia-1-azabicyclo[4.2.0]oct-2-ene-5-oxide (product 7d) (4.34 g) in methylene chloride (50 cc). The mixture is cooled to 5° C. and a solution of N,N'-dicyclohexylcarbodiimide (1.69 g) in methylene chloride (30 ... Starting materials: O(C1=CC=CC=C1)CCSCC1=CC=C(C=C1)C1=CC(=CC=C1)C(=O)O (4′-(2-phenoxy-ethylsulfanylmethyl)-biphenyl-3-carboxylic acid), C(C)OC(=O)C1=CC=C(C=C1)C1=C(C=CC=C1)CSCCOC1=CC=CC=C1 (2′-(2-Phenoxy-ethylsulfanylmethyl)-biphenyl-4-carboxylic acid ethyl ester), [OH-].[Li+] (lithium hydroxide). Solvent: C1CCOC1 (THF). Product: O(C1=CC=CC=C1)CCSCC1=C(C=CC=C1)C1=CC=C(C=C1)C(=O)O (2′-(2-Phenoxy-ethylsulfanylmethyl)-biphenyl-4-carboxylic acid). Reaction SMILES: O(CCSCC1C=CC(C2C=CC=C(C(O)=O)C=2)=CC=1)C1C=CC=CC=1.C([O:29][C:30]([C:32]1[CH:37]=[CH:36][C:35]([C:38]2[CH:43]=[CH:42][CH:41]=[CH:40][C:39]=2[CH2:44][S:45][CH2:46][CH2:47][O:48][C:49]2[CH:54]=[CH:53][CH:52]=[CH:51][CH:50]=2)=[CH:34][CH:33]=1)=[O:31])C.[OH-].[Li+]>C1COCC1>[O:48]([CH2:47][CH2:46][S:45][CH2:44][C:39]1[CH:40]=[CH:41][CH:42]=[CH:43][C:38]=1[C:35]1[CH:34]=[CH:33][C:32]([C:30]([OH:31])=[O:29])=[CH:37][CH:36]=1)[C:49]1[CH:50]=[CH:51][CH:52]=[CH:53][CH:54]=1 |f:2.3|. Reported procedure: 2′-(2-Phenoxy-ethylsulfanylmethyl)-biphenyl-4-carboxylic acid was synthesized as described for 4′-(2-phenoxy-ethylsulfanylmethyl)-biphenyl-3-carboxylic acid. 2′-(2-Phenoxy-ethylsulfanylmethyl)-biphenyl-4-carboxylic acid ethyl ester (4.75 g, 12.10 mmol, 1 eq.) in 30% aqueous THF was treated with lithium hydroxide (0.87 g, 36.30 mmol, 3 eq.). When complete, the reaction was worked up as described leaving a tan solid. The reactants are CNC=1SC(=NN1)C(CCl)(C)C (2-methylamino-5-(β-chloro-α,α-dimethylethyl)-1,3,4-thiadiazole), CN(C(=O)Cl)C (dimethyl carbamyl chloride). The solvent is N1=CC=CC=C1 (pyridine). The product is CN(C(=O)N(C=1SC(=NN1)C(CCl)(C)C)C)C (1,1,3-trimethyl-3-[5-(β-chloro-α,α-dimethylethyl)-1,3,4-thiadiazol-2-yl]urea). The yield is 89.2%. Reaction SMILES: [CH3:1][NH:2][C:3]1[S:4][C:5]([C:8]([CH3:12])([CH3:11])[CH2:9][Cl:10])=[N:6][N:7]=1.[CH3:13][N:14]([CH3:18])[C:15](Cl)=[O:16]>N1C=CC=CC=1>[CH3:13][N:14]([CH3:18])[C:15]([N:2]([CH3:1])[C:3]1[S:4][C:5]([C:8]([CH3:11])([CH3:12])[CH2:9][Cl:10])=[N:6][N:7]=1)=[O:16]. Reported procedure: To a solution of 50.0 g of 2-methylamino-5-(β-chloro-α,α-dimethylethyl)-1,3,4-thiadiazole in 300 ml of pyridine was added 46.0 g of dimethyl carbamyl chloride and the reaction heated at reflux temperature for 16 hrs. After cooling, the pyridine was removed on the rotary evaporator and water added to the residue. The reaction was extracted with ether which was shaken with water, saturated sodium chloride and dried over Na2SO4. The solvent was removed at reduced pressure giving 60 g of a viscous o... Starting materials: C[Si](C)(C)Cl (trimethylsilyl chloride), BrCC(=O)OC(C)(C)C (tert-butyl α-bromoacetate), BrCC(=O)OC(C)(C)C (tert-butyl α-bromoacetate), O[C@H]1CC(=O)OC1 ((S)-β-hydroxy-γ-butyrolactone), [OH-].[Na+] (NaOH). Reagents/catalysts: [Zn] (zinc). Solvent: O1CCCC1 (tetrahydrofuran), O (water). Conditions: temperature 65 celsius, time 30 minute. Yields the product C(C)(C)(C)OC(CC(C[C@@H](CO)O)=O)=O ((5S)-5,6-dihydroxy-3-oxohexanoic tert-butyl ester). The yield is 116.1%. As a reaction SMILES: C[Si](Cl)(C)C.Br[CH2:7][C:8]([O:10][C:11]([CH3:14])([CH3:13])[CH3:12])=[O:9].[OH:15][C@@H:16]1[CH2:21][O:20][C:18](=[O:19])[CH2:17]1.[OH-].[Na+]>O1CCCC1.O.[Zn]>[C:11]([O:10][C:8](=[O:9])[CH2:7][C:18](=[O:19])[CH2:17][C@H:16]([OH:15])[CH2:21][OH:20])([CH3:14])([CH3:13])[CH3:12] |f:3.4|. Procedure details: To a suspension of 9.82 g (150 mmol) of zinc dust in 40 mL of tetrahydrofuran was added 1.9 mL (15 mmol) of trimethylsilyl chloride at room temperature, and the mixture was stirred for 30 minutes. To this mixture were added 2.4 mL (10.5 mmol) of tert-butyl α-bromoacetate and 4.27 g (42 mmol) of (S)-β-hydroxy-γ-butyrolactone, and the temperature was increased to 65° C. At the same temperature, 15.3 mL (94.5 mmol) of tert-butyl α-bromoacetate was further added gradually over 30 minutes. After comp... Reactants: CO (methanol), epoxide, CO (methanol), epoxide, C=C1CN2CCC1CC2 (3-methylene quinuclidine), S (hydrogen sulfide), C=C1CN2CCC1CC2 (3-methylene quinuclidine). Run in ClCCl (dichloromethane), ClCCl (dichloromethane). Conditions: time 12.5 minute. Yields the product OC1(CN2CCC1CC2)CS (3-hydroxy 3-mecapto methylquinuclidine). Reaction SMILES: [CH2:1]=[C:2]1[CH:7]2[CH2:8][CH2:9][N:4]([CH2:5][CH2:6]2)[CH2:3]1.[SH2:10].C[OH:12]>ClCCl>[OH:12][C:2]1([CH2:1][SH:10])[CH:7]2[CH2:8][CH2:9][N:4]([CH2:5][CH2:6]2)[CH2:3]1. Procedure details: A solution of the epoxide of 3-methylene quinuclidine (100 g, 0.719 moles) in dichloromethane was cooled to a temperature between about 0 to 5° C. The solution was charged with methanol (100 ml). The mass was stirred for 10 to 15 minutes at this temperature range. To this cold solution hydrogen sulfide gas (50 g, 1.4 mol) was passed and after the passing was complete, the reaction was continued at this temperature for 2 to 3 hours, monitored by gas chromatography, whereupon the peak of epoxide o...